From a dataset of the Open Reaction Database (ORD), a public repository of structured organic reaction records. describe an organic reaction: reactants, conditions, products, and yield Starting materials: ClC1=CC=C(C=C1)CC=C1CN2CCC1CC2 (3-[2-(4-chlorophenyl)ethylidene]-1-azabicyclo[2.2.2]octane), C1COS(=O)(=O)C1 (1,3-propanesultone). The product is [OH-].ClC1=CC=C(C=C1)CC=C1C[N+]2(CCC1CC2)CCCS(=O)(=O)O (3-[2-(4-Chlorophenyl)ethylidene]-1-(3-sulfopropyl)-1-azoniabicyclo[2.2.2]octane hydroxide). Conditions: temperature -10 celsius. The solvent is C(C)O (ethanol). As a reaction SMILES: [Cl:1][C:2]1[CH:7]=[CH:6][C:5]([CH2:8][CH:9]=[C:10]2[CH:15]3[CH2:16][CH2:17][N:12]([CH2:13][CH2:14]3)[CH2:11]2)=[CH:4][CH:3]=1.[CH2:18]1[CH2:24][S:21](=[O:23])(=[O:22])[O:20][CH2:19]1>C(O)C>[OH-:20].[Cl:1][C:2]1[CH:7]=[CH:6][C:5]([CH2:8][CH:9]=[C:10]2[CH:15]3[CH2:14][CH2:13][N+:12]([CH2:19][CH2:18][CH2:24][S:21]([OH:23])(=[O:22])=[O:20])([CH2:17][CH2:16]3)[CH2:11]2)=[CH:4][CH:3]=1 |f:3.4|. Procedure: Combine 7.43 g (0.03 mole) of 3-[2-(4-chlorophenyl)ethylidene]-1-azabicyclo[2.2.2]octane and 5.49 g (0.045 mole) of 1,3-propanesultone in 30 ml of ethanol and heat at reflux for 1-2 hours. Follow the reaction by thin-layer chromatography on silica gel (acetonitrile:NH4OH, 90:10). At the completion of the reaction cool the mixture to -10° C. Collect the resulting solid by filtration and wash with cold ethanol to provide the title compound. The reactants are BrCc1ccccc1, O=C([O-])[O-], CCc1ccc(OC)cc1O, CC(C)=O, [K+], [K+]. Yields the product CCc1ccc(OC)cc1OCc1ccccc1. Reaction SMILES: [Br:18][CH2:19][c:20]1[cH:21][cH:22][cH:23][cH:24][cH:25]1.[C:12](=[O:13])([O-:14])[O-:15].[CH2:1]([CH3:2])[c:3]1[c:4]([OH:11])[cH:5][c:6]([O:9][CH3:10])[cH:7][cH:8]1.[CH3:26][C:27](=[O:28])[CH3:29].[K+:16].[K+:17]>>[CH2:1]([CH3:2])[c:3]1[c:4]([O:11][CH2:19][c:20]2[cH:21][cH:22][cH:23][cH:24][cH:25]2)[cH:5][c:6]([O:9][CH3:10])[cH:7][cH:8]1.